Dataset: the Open Reaction Database (ORD), a public repository of structured organic reaction records. Task: describe an organic reaction: reactants, conditions, products, and yield Reactants: Cc1cc(Br)cnc1Cl, CC(C)(C)OC(=O)N1CCC2CNCC21, O=C(C=Cc1ccccc1)C=Cc1ccccc1, O=C(C=Cc1ccccc1)C=Cc1ccccc1, O=C(C=Cc1ccccc1)C=Cc1ccccc1, [Pd], [Pd], c1ccc(P(c2ccccc2)c2ccc3ccccc3c2-c2c(P(c3ccccc3)c3ccccc3)ccc3ccccc23)cc1. Product: Cc1cc(N2CC3CCN(C(=O)OC(C)(C)C)C3C2)cnc1Cl. Reaction SMILES: [Br:62][c:63]1[cH:64][c:65]([CH3:70])[c:66]([Cl:69])[n:67][cH:68]1.[N:1]1([C:9](=[O:10])[O:11][C:12]([CH3:13])([CH3:14])[CH3:15])[CH:2]2[CH:3]([CH2:4][CH2:5]1)[CH2:6][NH:7][CH2:8]2.[O:109]=[C:110]([CH:111]=[CH:112][c:113]1[cH:114][cH:115][cH:116][cH:117][cH:118]1)[CH:119]=[CH:120][c:121]1[cH:122][cH:123][cH:124][cH:125][cH:126]1.[O:73]=[C:74]([CH:75]=[CH:76][c:77]1[cH:78][cH:79][cH:80][cH:81][cH:82]1)[CH:83]=[CH:84][c:85]1[cH:86][cH:87][cH:88][cH:89][cH:90]1.[O:91]=[C:92]([CH:93]=[CH:94][c:95]1[cH:96][cH:97][cH:98][cH:99][cH:100]1)[CH:101]=[CH:102][c:103]1[cH:104][cH:105][cH:106][cH:107][cH:108]1.[Pd:71].[Pd:72].[cH:16]1[cH:17][cH:18][c:19]([P:20]([c:21]2[cH:22][cH:23][c:24]3[c:25]([cH:26][cH:27][cH:28][cH:29]3)[c:30]2-[c:31]2[c:32]3[c:33]([cH:34][cH:35][cH:36][cH:37]3)[cH:38][cH:39][c:40]2[P:41]([c:42]2[cH:43][cH:44][cH:45][cH:46][cH:47]2)[c:48]2[cH:49][cH:50][cH:51][cH:52][cH:53]2)[c:54]2[cH:55][cH:56][cH:57][cH:58][cH:59]2)[cH:60][cH:61]1>>[N:1]1([C:9](=[O:10])[O:11][C:12]([CH3:13])([CH3:14])[CH3:15])[CH:2]2[CH:3]([CH2:4][CH2:5]1)[CH2:6][N:7]([c:63]1[cH:64][c:65]([CH3:70])[c:66]([Cl:69])[n:67][cH:68]1)[CH2:8]2.